From a dataset of the Open Reaction Database (ORD), a public repository of structured organic reaction records. describe an organic reaction: reactants, conditions, products, and yield Procedure details: The compound was obtained by following the same process as in Example 2 from a mixture of 1-(3-phenylpropyl)-3,3-dimethylpiperazine [b.p. 111°C (2 mmHg), dipicrate, m.p. 195° - 200°C], 2-furoyl chloride and benzene. The reactants are C1(=CC=CC=C1)CCCN1CC(NCC1)(C)C (1-(3-phenylpropyl)-3,3-dimethylpiperazine), O1C(=CC=C1)C(=O)Cl (2-furoyl chloride). RXN SMILES: [C:1]1([CH2:7][CH2:8][CH2:9][N:10]2[CH2:15][CH2:14][NH:13][C:12]([CH3:17])([CH3:16])[CH2:11]2)[CH:6]=[CH:5][CH:4]=[CH:3][CH:2]=1.[O:18]1[CH:22]=[CH:21][CH:20]=[C:19]1[C:23]([Cl:25])=[O:24]>C1C=CC=CC=1>[ClH:25].[C:1]1([CH2:7][CH2:8][CH2:9][N:10]2[CH2:15][CH2:14][N:13]([C:23]([C:19]3[O:18][CH:22]=[CH:21][CH:20]=3)=[O:24])[C:12]([CH3:17])([CH3:16])[CH2:11]2)[CH:6]=[CH:5][CH:4]=[CH:3][CH:2]=1 |f:3.4|. The product is Cl.C1(=CC=CC=C1)CCCN1CC(N(CC1)C(=O)C=1OC=CC1)(C)C (1-(3-Phenylpropyl)-3,3-dimethyl-4-(2-furoyl)piperazine hydrochloride). Solvent: C1=CC=CC=C1 (benzene).